The task is: describe an organic reaction: reactants, conditions, products, and yield. This data is from the Open Reaction Database (ORD), a public repository of structured organic reaction records. The reactants are N1=C(C=CC2=CC=CC=C12)CS(=O)C1=CC=C(OCC2=CC=C(C(=O)O)C=C2)C=C1 (4-(4-(2-quinolinylmethylsulfinyl)phenoxymethyl)benzoic acid), C(C)(=O)O (acetic acid), OO (hydrogen peroxide), sulfinyl. Solvent: ClCCl (dichloromethane). Product: N1=C(C=CC2=CC=CC=C12)CS(=O)(=O)C1=CC=C(OCC2=CC=C(C(=O)O)C=C2)C=C1 (4-(4-(2-quinolinylmethylsulfonyl)phenoxymethyl)benzoic acid). As a reaction SMILES: [N:1]1[C:10]2[C:5](=[CH:6][CH:7]=[CH:8][CH:9]=2)[CH:4]=[CH:3][C:2]=1[CH2:11][S:12]([C:14]1[CH:30]=[CH:29][C:17]([O:18][CH2:19][C:20]2[CH:28]=[CH:27][C:23]([C:24]([OH:26])=[O:25])=[CH:22][CH:21]=2)=[CH:16][CH:15]=1)=[O:13].C(O)(=[O:33])C.OO>ClCCl>[N:1]1[C:10]2[C:5](=[CH:6][CH:7]=[CH:8][CH:9]=2)[CH:4]=[CH:3][C:2]=1[CH2:11][S:12]([C:14]1[CH:30]=[CH:29][C:17]([O:18][CH2:19][C:20]2[CH:21]=[CH:22][C:23]([C:24]([OH:26])=[O:25])=[CH:27][CH:28]=2)=[CH:16][CH:15]=1)(=[O:33])=[O:13]. Reported procedure: To 3 mmol of the sulfinyl compound from Step A in acetic acid (40 mmol) is added 30% hydrogen peroxide (2 ml). The mixture is stirred at ambient temperature and assayed by TLC. Upon disappearance of the sulfinyl starting compound, the reaction mixture is diluted with dichloromethane, washed with dilute aqueous sodium bisulfite and water, dried and evaporated to give 4-(4-(2-quinolinylmethylsulfonyl)phenoxymethyl)benzoic acid.